From a dataset of the Open Reaction Database (ORD), a public repository of structured organic reaction records. describe an organic reaction: reactants, conditions, products, and yield The reactants are ClCCl, CCOC(=O)CNc1ccncc1[N+](=O)[O-], CNC, CCO. Product: CN(C)C(=O)CNc1ccncc1[N+](=O)[O-]. Reaction SMILES: [CH2:23]([Cl:24])[Cl:25].[CH2:4]([O:5][C:7]([CH2:8][NH:9][c:10]1[c:11]([N+:16](=[O:17])[O-:18])[cH:12][n:13][cH:14][cH:15]1)=[O:19])[CH3:6].[CH3:1][NH:2][CH3:3].[CH3:20][CH2:21][OH:22]>>[CH3:1][N:2]([CH3:3])[C:7]([CH2:8][NH:9][c:10]1[c:11]([N+:16](=[O:17])[O-:18])[cH:12][n:13][cH:14][cH:15]1)=[O:19]. Starting materials: CCOC(=O)c1cnc2c3cc([N+](=O)[O-])ccc3c(C)cn2c1=O, CC(=O)O, Cl. The product is Cc1cn2c(=O)c(C(=O)O)cnc2c2cc([N+](=O)[O-])ccc12. As a reaction SMILES: [CH3:1][c:2]1[cH:3][n:4]2[c:5]([c:6]3[cH:7][c:8]([N+:12](=[O:13])[O-:14])[cH:9][cH:10][c:11]13)[n:15][cH:16][c:17]([C:20](=[O:21])[O:22][CH2:23][CH3:24])[c:18]2=[O:19].[CH3:25][C:26](=[O:27])[OH:28].[ClH:29]>>[CH3:1][c:2]1[cH:3][n:4]2[c:5]([c:6]3[cH:7][c:8]([N+:12](=[O:13])[O-:14])[cH:9][cH:10][c:11]13)[n:15][cH:16][c:17]([C:20](=[O:21])[OH:22])[c:18]2=[O:19]. Procedure details: Using 2,3-dichloro-4-fluorobenzonitrile (400.5 mg), 0.9 mol/L solution (2.35 mL) of (2S,3S)-2-methylpyrrolidin-3-ol in dimethyl sulfoxide and lithium carbonate (78 mg), the title compound was obtained as yellow crystals (yield: 417 mg) by an operation similar to that in Example 3. Product: ClC1=C(C#N)C=CC(=C1Cl)N1[C@H]([C@H](CC1)O)C (2,3-dichloro-4-[(2S,3S)-3-hydroxy-2-methylpyrrolidin-1-yl]benzonitrile), crystals. Reaction SMILES: [Cl:1][C:2]1[C:9]([Cl:10])=[C:8](F)[CH:7]=[CH:6][C:3]=1[C:4]#[N:5].[CH3:12][C@H:13]1[C@@H:17]([OH:18])[CH2:16][CH2:15][NH:14]1>CS(C)=O.C(=O)([O-])[O-].[Li+].[Li+]>[Cl:1][C:2]1[C:9]([Cl:10])=[C:8]([N:14]2[CH2:15][CH2:16][C@H:17]([OH:18])[C@@H:13]2[CH3:12])[CH:7]=[CH:6][C:3]=1[C:4]#[N:5] |f:3.4.5|. The reactants are C[C@@H]1NCC[C@@H]1O ((2S,3S)-2-methylpyrrolidin-3-ol), ClC1=C(C#N)C=CC(=C1Cl)F (2,3-dichloro-4-fluorobenzonitrile), solution. Run in CS(=O)C (dimethyl sulfoxide), C([O-])([O-])=O.[Li+].[Li+] (lithium carbonate). Starting materials: FC(F)(F)CN1CCC(CNOCc2ccccc2)CC1, CCO. Product: NCC1CCN(CC(F)(F)F)CC1. RXN SMILES: [CH2:1]([O:2][NH:9][CH2:10][CH:11]1[CH2:12][CH2:13][N:14]([CH2:17][C:18]([F:19])([F:20])[F:21])[CH2:15][CH2:16]1)[c:3]1[cH:4][cH:5][cH:6][cH:7][cH:8]1.[CH3:22][CH2:23][OH:24]>>[NH2:9][CH2:10][CH:11]1[CH2:12][CH2:13][N:14]([CH2:17][C:18]([F:19])([F:20])[F:21])[CH2:15][CH2:16]1. Yields the product ClCCCCc1ccccc1. RXN SMILES: [CH2:16]([Cl:17])[Cl:18].[S:1]([Cl:2])([Cl:3])=[O:4].[c:5]1([CH2:11][CH2:12][CH2:13][CH2:14][OH:15])[cH:6][cH:7][cH:8][cH:9][cH:10]1>>[Cl:3][CH2:14][CH2:13][CH2:12][CH2:11][c:5]1[cH:6][cH:7][cH:8][cH:9][cH:10]1. Reactants: ClCCl, O=S(Cl)Cl, OCCCCc1ccccc1.